This data is from the Open Reaction Database (ORD), a public repository of structured organic reaction records. The task is: describe an organic reaction: reactants, conditions, products, and yield The reactants are Br, O=C([O-])O, CC1=NN(c2ccc3c(c2)CCC3)C(=O)C1, CCO, Cl, O=N[O-], Nc1cccc(-c2cccc(C(=O)O)c2)c1O, [Na+], [Na+]. The product is CC1=NN(c2ccc3c(c2)CCC3)C(=O)C1=NNc1cccc(-c2cccc(C(=O)O)c2)c1O. RXN SMILES: [BrH:1].[C:39](=[O:40])([OH:41])[O-:42].[CH2:23]1[CH2:24][CH2:25][c:26]2[cH:27][c:28]([N:32]3[N:33]=[C:34]([CH3:38])[CH2:35][C:36]3=[O:37])[cH:29][cH:30][c:31]21.[CH3:45][CH2:46][OH:47].[ClH:44].[N:19]([O-:20])=[O:21].[NH2:2][c:3]1[c:4]([OH:18])[c:5](-[c:9]2[cH:10][c:11]([C:15](=[O:16])[OH:17])[cH:12][cH:13][cH:14]2)[cH:6][cH:7][cH:8]1.[Na+:22].[Na+:43]>>[NH:2]([c:3]1[c:4]([OH:18])[c:5](-[c:9]2[cH:10][c:11]([C:15](=[O:16])[OH:17])[cH:12][cH:13][cH:14]2)[cH:6][cH:7][cH:8]1)[N:19]=[C:35]1[C:34]([CH3:38])=[N:33][N:32]([c:28]2[cH:27][c:26]3[c:31]([cH:30][cH:29]2)[CH2:23][CH2:24][CH2:25]3)[C:36]1=[O:37]. Starting materials: CC(=O)[O-], CO, Cl, NO, [Na+], O, CCC(=O)c1cccs1. The product is CCC(=NO)c1cccs1. As a reaction SMILES: [CH3:5][C:6](=[O:7])[O-:8].[CH3:9][OH:10].[ClH:1].[NH2:2][OH:3].[Na+:4].[OH2:20].[s:11]1[c:12]([C:16]([CH2:17][CH3:18])=[O:19])[cH:13][cH:14][cH:15]1>>[N:2]([OH:3])=[C:16]([c:12]1[s:11][cH:15][cH:14][cH:13]1)[CH2:17][CH3:18]. Reactants: COC=1C=C(NC(CC(=O)OCC)C)C=CC1OC (Ethyl 3 ([3,4-Dimethoxy)anilino]butanoate), [OH-].[Na+] (sodium hydroxide), CO (methanol). Run in O (water). Yields the product COC=1C=C(NC(CC(=O)O)C)C=CC1OC (3-[(3,4-Dimethoxy)anilino]butanoic Acid). As a reaction SMILES: [CH3:1][O:2][C:3]1[CH:4]=[C:5]([CH:15]=[CH:16][C:17]=1[O:18][CH3:19])[NH:6][CH:7]([CH3:14])[CH2:8][C:9]([O:11]CC)=[O:10].[OH-].[Na+].CO>O>[CH3:1][O:2][C:3]1[CH:4]=[C:5]([CH:15]=[CH:16][C:17]=1[O:18][CH3:19])[NH:6][CH:7]([CH3:14])[CH2:8][C:9]([OH:11])=[O:10] |f:1.2|. Procedure: A 54-g sample of the unpurified ester product of Example 2 was combined with 17.5 g of sodium hydroxide, 550 ml of methanol and 130 ml of water, and refluxed for 1.5 hrs. The reaction mixture was cooled, concentrated under reduced pressure, diluted with water and neutralized with 6N hydrochloric acid to give an oily mixture which was extracted with chloroform. The combined organic extracts were dried over anhydrous magnesium sulfate and concentrated under reduced pressure to give 48 g of an oily... Starting materials: C(C)OC1=CC=C(C[C@H](NC(C(F)(F)F)=O)C(=O)O)C=C1 (O-Ethyl-N-trifluoroacetyl-L-tyrosine), ferric chloride, FC(C(=O)OC(C(F)(F)F)=O)(F)F (Trifluoroacetic anhydride). Solvent: C(Cl)Cl (methylene chloride). Reaction conditions: time 1 hour. Yields the product C(C)OC1=CC=C2C[C@@H](C(C2=C1)=O)NC(C(F)(F)F)=O (N-[(2S)-6-Ethoxy-2,3-dihydro-1-oxo-1H-inden-2-yl]-2,2,2-trifluoroacetamide). Reaction SMILES: [CH2:1]([O:3][C:4]1[CH:21]=[CH:20][C:7]([CH2:8][C@@H:9]([C:17]([OH:19])=O)[NH:10][C:11](=[O:16])[C:12]([F:15])([F:14])[F:13])=[CH:6][CH:5]=1)[CH3:2].FC(F)(F)C(OC(=O)C(F)(F)F)=O>C(Cl)Cl>[CH2:1]([O:3][C:4]1[CH:5]=[C:6]2[C:7]([CH2:8][C@H:9]([NH:10][C:11](=[O:16])[C:12]([F:13])([F:14])[F:15])[C:17]2=[O:19])=[CH:20][CH:21]=1)[CH3:2]. Reported procedure: O-Ethyl-N-trifluoroacetyl-L-tyrosine (XIII, Example 17, 1.52 g, 5 mmol) and ferric chloride (0.89 g, 5 mmol) are suspended in methylene chloride (36 mL). Trifluoroacetic anhydride (2.12 mL, 15 mmol) is added over 1 hr at 20-25°. The reaction is stirred for 1 hr and then quenched with water (36 mL). The organic layer is separated and mixed with methanol (7 mL). The mixture is cooled to −20° for 1 hr and then filtered to give the same title compound as EXAMPLE 4. Starting materials: Cl.FC=1C=C(CN2N=CC(=C2)C2=CN(C3=NC=C(C=C32)C3=CC=C(C=C3)C3CCNCC3)S(=O)(=O)C3=CC=C(C)C=C3)C=CC1 (3-(1-(3-fluorobenzyl)-1H-pyrazol-4-yl)-5-(4-(piperidin-4-yl)phenyl)-1-tosyl-1H-pyrrolo[2,3-b]pyridine hydrochloride), FC=1C=C(CN2N=CC(=C2)C2=CN(C3=NC=C(C=C32)C3=C(C=C(C=C3)N3CCN(CC3)C[C@H](C)O)OC)S(=O)(=O)C3=CC=C(C)C=C3)C=CC1 ((S)-1-(4-(4-(3-(1-(3-fluorobenzyl)-1H-pyrazol-4-yl)-1-tosyl-1H-pyrrolo[2,3-b]pyridin-5-yl)-3-methoxyphenyl)piperazin-1-yl)propan-2-ol), [OH-].[Li+] (lithium hydroxide). The solvent is C1CCOC1.CO.O (THF methanol water). Product: FC=1C=C(CN2N=CC(=C2)C2=CNC3=NC=C(C=C32)C3=C(C=C(C=C3)N3CCN(CC3)C[C@H](C)O)OC)C=CC1 ((S)-1-(4-(4-(3-(1-(3-fluorobenzyl)-1H-pyrazol-4-yl)-1H-pyrrolo[2,3-b]pyridin-5-yl)-3-methoxyphenyl)piperazin-1-yl)propan-2-ol). Yield: 29.0%. RXN SMILES: Cl.FC1C=C(C=CC=1)CN1C=C(C2C3C(=NC=C(C4C=CC(C5CCNCC5)=CC=4)C=3)N(S(C3C=CC(C)=CC=3)(=O)=O)C=2)C=N1.[F:46][C:47]1[CH:48]=[C:49]([CH:93]=[CH:94][CH:95]=1)[CH2:50][N:51]1[CH:55]=[C:54]([C:56]2[C:64]3[C:59](=[N:60][CH:61]=[C:62]([C:65]4[CH:70]=[CH:69][C:68]([N:71]5[CH2:76][CH2:75][N:74]([CH2:77][C@@H:78]([OH:80])[CH3:79])[CH2:73][CH2:72]5)=[CH:67][C:66]=4[O:81][CH3:82])[CH:63]=3)[N:58](S(C3C=CC(C)=CC=3)(=O)=O)[CH:57]=2)[CH:53]=[N:52]1.[OH-].[Li+]>C1COCC1.CO.O>[F:46][C:47]1[CH:48]=[C:49]([CH:93]=[CH:94][CH:95]=1)[CH2:50][N:51]1[CH:55]=[C:54]([C:56]2[C:64]3[C:59](=[N:60][CH:61]=[C:62]([C:65]4[CH:70]=[CH:69][C:68]([N:71]5[CH2:76][CH2:75][N:74]([CH2:77][C@@H:78]([OH:80])[CH3:79])[CH2:73][CH2:72]5)=[CH:67][C:66]=4[O:81][CH3:82])[CH:63]=3)[NH:58][CH:57]=2)[CH:53]=[N:52]1 |f:0.1,3.4,5.6.7|. Reported procedure: Using similar reaction conditions as described in step-iii of example-1, (S)-1-(4-(4-(3-(1-(3-fluorobenzyl)-1H-pyrazol-4-yl)-1-tosyl-1H-pyrrolo[2,3-b]pyridin-5-yl)-3-methoxyphenyl)piperazin-1-yl)propan-2-ol (120 mg, 0.172 mmol) was hydrolyzed with lithium hydroxide (22 mg, 0.518 mmol) in THF/methanol/water (2/2/1 mL) to yield 27 mg (29.0% yield). 1H NMR (CD3OD, 400 MHz): δ 8.55-8.54 (d, 1H), 8.438-8.434 (d, 1H), 8.19 (s, 1H), 7.94 (s, 1H), 7.76 (s, 1H), 7.42-7.38 (m, 2H), 7.14-7.12 (d, 1H), 7.05...